Dataset: the Open Reaction Database (ORD), a public repository of structured organic reaction records. Task: describe an organic reaction: reactants, conditions, products, and yield The reactants are C([O-])(O)=O.[Na+] (sodium bicarbonate), C(C)(=O)OCC (ethyl acetate), C(=O)(OCC1=CC=CC=C1)NCC1=NC2=CC=C(C=C2C(N1N)(C1=C(C=CC=C1)Cl)O)Cl (2-carbobenzoxyaminomethyl-3-amino-4-hydroxy-4-(2-chlorophenyl)-6-chloro-3,4-dihydroquinazoline), ClCC(=O)Cl (chloroacetyl chloride), resultant mixture. Run in CN(C=O)C (dimethylformamide). Run at time 8 hour. Yields the product C(=O)(OCC1=CC=CC=C1)NCC1=NC2=CC=C(C=C2C(N1NC(CCl)=O)(C1=C(C=CC=C1)Cl)O)Cl (2-carbobenzoxyaminomethyl-3-(2-chloroacetamido)-4-hydroxy-4-(2-chlorophenyl)-6-chloro-3,4-dihydroquinazoline). Yield: 86.3%. Reaction SMILES: [C:1]([NH:11][CH2:12][C:13]1[N:22]([NH2:23])[C:21]([OH:31])([C:24]2[CH:29]=[CH:28][CH:27]=[CH:26][C:25]=2[Cl:30])[C:20]2[C:15](=[CH:16][CH:17]=[C:18]([Cl:32])[CH:19]=2)[N:14]=1)([O:3][CH2:4][C:5]1[CH:10]=[CH:9][CH:8]=[CH:7][CH:6]=1)=[O:2].[Cl:33][CH2:34][C:35](Cl)=[O:36].C(=O)(O)[O-].[Na+].C(OCC)(=O)C>CN(C)C=O>[C:1]([NH:11][CH2:12][C:13]1[N:22]([NH:23][C:35](=[O:36])[CH2:34][Cl:33])[C:21]([OH:31])([C:24]2[CH:29]=[CH:28][CH:27]=[CH:26][C:25]=2[Cl:30])[C:20]2[C:15](=[CH:16][CH:17]=[C:18]([Cl:32])[CH:19]=2)[N:14]=1)([O:3][CH2:4][C:5]1[CH:6]=[CH:7][CH:8]=[CH:9][CH:10]=1)=[O:2] |f:2.3|. Procedure details: To a solution of 2-carbobenzoxyaminomethyl-3-amino-4-hydroxy-4-(2-chlorophenyl)-6-chloro-3,4-dihydroquinazoline (18.84 g) in dimethylformamide (100 ml), chloroacetyl chloride (8.48 g) is added, and the resultant mixture is stirred at room temperature for 1 hour and allowed to stand overnight. The reaction mixture is neutralized with aqueous sodium bicarbonate and shaken with ethyl acetate. The ethyl acetate layer is evaporated under reduced pressure to remove the solvent, and the residue is wash... The reactants are C1COCCO1, CS(=O)(=O)N1CCN(Cc2cc3c(N4CCOCC4)nc(Cl)nc3s2)CC1, [Na+], [Na+], O=C([O-])[O-], CC1(C)OB(c2cccc3nn(C4CCCCO4)cc23)OC1(C)C, CS(=O)(=O)N1CCN(Cc2cc3c(N4CCOCC4)nc(-c4cccc5[nH]ncc45)nc3s2)CC1. Product: CS(=O)(=O)N1CCN(Cc2cc3c(N4CCOCC4)nc(-c4cccc5nn(C6CCCCO6)cc45)nc3s2)CC1. Reaction SMILES: [CH2:87]1[O:88][CH2:89][CH2:90][O:91][CH2:92]1.[Cl:36][c:37]1[n:38][c:39]([N:40]2[CH2:41][CH2:42][O:43][CH2:44][CH2:45]2)[c:46]2[cH:47][c:48]([CH2:49][N:50]3[CH2:51][CH2:52][N:53]([S:54]([CH3:55])(=[O:56])=[O:57])[CH2:58][CH2:59]3)[s:60][c:61]2[n:62]1.[Na+:93].[Na+:94].[O-:95][C:96](=[O:97])[O-:98].[O:63]1[CH:64]([n:69]2[cH:70][c:71]3[c:72]([cH:73][cH:74][cH:75][c:76]3[B:77]3[O:78][C:79]([CH3:80])([CH3:81])[C:82]([CH3:83])([CH3:84])[O:85]3)[n:86]2)[CH2:65][CH2:66][CH2:67][CH2:68]1.[nH:1]1[n:2][cH:3][c:4]2[c:5](-[c:10]3[n:11][c:12]([N:30]4[CH2:31][CH2:32][O:33][CH2:34][CH2:35]4)[c:13]4[c:14]([n:15]3)[s:16][c:17]([CH2:19][N:20]3[CH2:21][CH2:22][N:23]([S:26](=[O:27])(=[O:28])[CH3:29])[CH2:24][CH2:25]3)[cH:18]4)[cH:6][cH:7][cH:8][c:9]12>>[n:1]1[n:2]([CH:64]2[O:63][CH2:68][CH2:67][CH2:66][CH2:65]2)[cH:3][c:4]2[c:5](-[c:10]3[n:11][c:12]([N:30]4[CH2:31][CH2:32][O:33][CH2:34][CH2:35]4)[c:13]4[c:14]([n:15]3)[s:16][c:17]([CH2:19][N:20]3[CH2:21][CH2:22][N:23]([S:26](=[O:27])(=[O:28])[CH3:29])[CH2:24][CH2:25]3)[cH:18]4)[cH:6][cH:7][cH:8][c:9]12. Reactants: FC=1C=CC=C2C(=CNC12)C=O (7-Fluoroindole-3-carboxaldehyde), [H-].[Na+] (sodium hydride), 2h, CI (Methyl iodide). Solvent: C1CCOC1 (THF), C1CCOC1 (THF), [Cl-].[Na+].O (brine). Reaction conditions: time 1 hour. Product: FC=1C=CC=C2C(=CN(C12)C)C=O (7-Fluoro-1-methylindole-3-carboxaldehyde). Reaction SMILES: [F:1][C:2]1[CH:3]=[CH:4][CH:5]=[C:6]2[C:10]=1[NH:9][CH:8]=[C:7]2[CH:11]=[O:12].[H-].[Na+].[CH3:15]I>C1COCC1.[Cl-].[Na+].O>[F:1][C:2]1[CH:3]=[CH:4][CH:5]=[C:6]2[C:10]=1[N:9]([CH3:15])[CH:8]=[C:7]2[CH:11]=[O:12] |f:1.2,5.6.7|. Reported procedure: 7-Fluoroindole-3-carboxaldehyde (2.5 g) in dry THF (20 ml) was added to a cold (0°) suspension of sodium hydride (73.2% dispersion in oil; 652 mg) in dry THF (20 ml) under nitrogen and the mixture was stirred for 1h. Methyl iodide (2.5 ml) was added, and the resulting mixture was stirred for 2h at 0°. The mixture was then poured into saturated brine solution (300 ml) and extracted with ether (2×300 ml). The combined, dried organic extracts were evaporated in vacuo to give the title compound (2.6... The reactants are C(C)(C)(C)C(=O)NC1=CC=C2C(CCOC2=C1C(=O)OC)=O (methyl 7-tert-butylcarbonylamino-4-oxochroman-8-carboxylate), C(C)(C)(C)C(=O)NC1=CC=C2C(CCOC2=C1C(=O)OC)=O (methyl 7-tert-butylcarbonylamino-4-oxochroman-8-carboxylate), P(=O)(Cl)(Cl)Cl (phosphorus oxychloride), resultant mixture, CN(C)C=O (DMF), P(=O)(Cl)(Cl)Cl (phosphorus oxychloride). Solvent: ClC=C(Cl)Cl (trichloroethylene), C(Cl)Cl (DCM). Reaction conditions: temperature 60 celsius. Product: C(C)(C)(C)C(=O)NC1=CC=C2C(=C(COC2=C1C(=O)OC)C=O)Cl (methyl 7-tert-butylcarbonylamino-4-chloro-3-formyl-2H-chromene-8-carboxylate). As a reaction SMILES: [C:1]([C:5]([NH:7][C:8]1[C:17]([C:18]([O:20][CH3:21])=[O:19])=[C:16]2[C:11]([C:12](=O)[CH2:13][CH2:14][O:15]2)=[CH:10][CH:9]=1)=[O:6])([CH3:4])([CH3:3])[CH3:2].CN([CH:26]=[O:27])C.P(Cl)(Cl)([Cl:30])=O>ClC=C(Cl)Cl.C(Cl)Cl>[C:1]([C:5]([NH:7][C:8]1[C:17]([C:18]([O:20][CH3:21])=[O:19])=[C:16]2[C:11]([C:12]([Cl:30])=[C:13]([CH:26]=[O:27])[CH2:14][O:15]2)=[CH:10][CH:9]=1)=[O:6])([CH3:2])([CH3:3])[CH3:4]. Procedure: A suspension of methyl 7-tert-butylcarbonylamino-4-oxochroman-8-carboxylate (Intermediate 77, 1.32 g) in trichloroethylene (25 mL) was treated with DMF (1.5 mL), followed by dropwise addition of phosphorus oxychloride (0.998 g). The resultant mixture was heated at 60° C. for 2 hours. A further amount of phosphorus oxychloride (0.200 g) was added and the mixture was heated at 60° C. for 40 minutes. After cooling, the mixture was diluted with DCM and washed with saturated aqueous sodium bicarbonat... Starting materials: O=C([O-])[O-], C=C1CCC2C3CCc4cc(O)ccc4C3CCC12C, COS(=O)(=O)OC, CCO, [K+], [K+], O. The product is C=C1CCC2C3CCc4cc(OC)ccc4C3CCC12C. RXN SMILES: [C:21](=[O:22])([O-:23])[O-:24].[CH2:1]=[C:2]1[C:3]2([CH3:4])[CH:5]([CH2:6][CH2:7]1)[CH:8]1[CH2:9][CH2:10][c:11]3[cH:12][c:13]([OH:20])[cH:14][cH:15][c:16]3[CH:17]1[CH2:18][CH2:19]2.[CH3:27][O:28][S:29]([O:30][CH3:31])(=[O:32])=[O:33].[CH3:35][CH2:36][OH:37].[K+:25].[K+:26].[OH2:34]>>[CH2:1]=[C:2]1[C:3]2([CH3:4])[CH:5]([CH2:6][CH2:7]1)[CH:8]1[CH2:9][CH2:10][c:11]3[cH:12][c:13]([O:20][CH3:21])[cH:14][cH:15][c:16]3[CH:17]1[CH2:18][CH2:19]2. Reactants: O=C(NC(CO)C(=O)N1CC(C(=O)O)C1)OCc1ccccc1, CO. The product is NC(CO)C(=O)N1CC(C(=O)O)C1. RXN SMILES: [C:1]([O:2][CH2:3][c:4]1[cH:5][cH:6][cH:7][cH:8][cH:9]1)(=[O:10])[NH:11][CH:12]([CH2:13][OH:14])[C:15](=[O:16])[N:17]1[CH2:18][CH:19]([C:21](=[O:22])[OH:23])[CH2:20]1.[CH3:24][OH:25]>>[NH2:11][CH:12]([CH2:13][OH:14])[C:15](=[O:16])[N:17]1[CH2:18][CH:19]([C:21](=[O:22])[OH:23])[CH2:20]1. Reactants: CCCOc1ccccc1-c1nc2c(I)cccc2c(=O)[nH]1, C=CCCCCC, CCCCN(CCCC)CCCC, CCOC(C)=O, CC(=O)[O-], CC(=O)[O-], CN(C)C=O, [Pd+2], Cc1ccccc1P(c1ccccc1C)c1ccccc1C. Yields the product CCCCCC=Cc1cccc2c(=O)[nH]c(-c3ccccc3OCCC)nc12. RXN SMILES: [CH2:1]([CH2:2][CH3:3])[O:4][c:5]1[c:6](-[c:11]2[n:12][c:13]3[c:14]([I:22])[cH:15][cH:16][cH:17][c:18]3[c:19](=[O:21])[nH:20]2)[cH:7][cH:8][cH:9][cH:10]1.[CH2:36]=[CH:37][CH2:38][CH2:39][CH2:40][CH2:41][CH3:42].[CH3:23][CH2:24][CH2:25][CH2:26][N:27]([CH2:28][CH2:29][CH2:30][CH3:31])[CH2:32][CH2:33][CH2:34][CH3:35].[CH3:79][CH2:80][O:81][C:82](=[O:83])[CH3:84].[O-:71][C:72]([CH3:73])=[O:74].[O-:75][C:76]([CH3:77])=[O:78].[O:65]=[CH:66][N:67]([CH3:68])[CH3:69].[Pd+2:70].[c:43]1([CH3:44])[cH:45][cH:46][cH:47][cH:48][c:49]1[P:50]([c:51]1[cH:52][cH:53][cH:54][cH:55][c:56]1[CH3:57])[c:58]1[cH:59][cH:60][cH:61][cH:62][c:63]1[CH3:64]>>[CH2:1]([CH2:2][CH3:3])[O:4][c:5]1[c:6](-[c:11]2[n:12][c:13]3[c:14]([CH:36]=[CH:37][CH2:38][CH2:39][CH2:40][CH2:41][CH3:42])[cH:15][cH:16][cH:17][c:18]3[c:19](=[O:21])[nH:20]2)[cH:7][cH:8][cH:9][cH:10]1.